Dataset: the Open Reaction Database (ORD), a public repository of structured organic reaction records. Task: describe an organic reaction: reactants, conditions, products, and yield The reactants are C(CCC)(=O)C=1C=NC2=C(C=CC=C2C1NC1=C(C=CC=C1)C)O (3-Butyryl-4-(2-methylphenylamino)-8-hydroxyquinoline), CC(C)([O-])C.[K+] (potassium t-butoxide), CC(C)([O-])C.[K+] (potassium t-butoxide), Cl.CN(CCCCl)C (3-dimethylaminopropyl chloride hydrochloride), Cl.CN(CCCCl)C (3-dimethylaminopropyl chloride hydrochloride), O (water). Run in CN(C=O)C (dimethyl formamide). Reaction conditions: time 1 hour. The product is C(CCC)(=O)C=1C=NC2=C(C=CC=C2C1NC1=C(C=CC=C1)C)OCCCN(C)C (3-butyryl-4-(2-methylphenylamino)-8-(3-dimethylaminopropoxy)quinoline). Isolated yield 44.4%. Reaction SMILES: [C:1]([C:6]1[CH:7]=[N:8][C:9]2[C:14]([C:15]=1[NH:16][C:17]1[CH:22]=[CH:21][CH:20]=[CH:19][C:18]=1[CH3:23])=[CH:13][CH:12]=[CH:11][C:10]=2[OH:24])(=[O:5])[CH2:2][CH2:3][CH3:4].CC(C)([O-])C.[K+].Cl.[CH3:32][N:33]([CH3:38])[CH2:34][CH2:35][CH2:36]Cl.O>CN(C)C=O>[C:1]([C:6]1[CH:7]=[N:8][C:9]2[C:14]([C:15]=1[NH:16][C:17]1[CH:22]=[CH:21][CH:20]=[CH:19][C:18]=1[CH3:23])=[CH:13][CH:12]=[CH:11][C:10]=2[O:24][CH2:36][CH2:35][CH2:34][N:33]([CH3:38])[CH3:32])(=[O:5])[CH2:2][CH2:3][CH3:4] |f:1.2,3.4|. Reported procedure: 3-Butyryl-4-(2-methylphenylamino)-8-hydroxyquinoline (3.20 g, 10 mmol) and potassium t-butoxide (3.05 g, 25 mmol) were dissolved in dimethyl formamide (30 ml), warmed to 80° and 3-dimethylaminopropyl chloride hydrochloride (1.90 g, 12 mmol) added. The mixture was stirred for 1 hour at 80° then a further portion of potassium t-butoxide (2.44 g, 20 mmol) and 3-dimethylaminopropyl chloride hydrochloride (1.58 g, 10 mmol) added. After a further 2 hours at 80° the mixture was poured into water, extra...